This data is from the Open Reaction Database (ORD), a public repository of structured organic reaction records. The task is: describe an organic reaction: reactants, conditions, products, and yield The reactants are CCOC(=O)C(CC)C(=O)OCC, CCCCCC, N#Cc1cnc2ccc(I)cc2c1Cl, [KH], C1CCOC1. Yields the product CCOC(=O)C(CC)(C(=O)OCC)c1c(C#N)cnc2ccc(I)cc12. Reaction SMILES: [CH2:2]([CH3:3])[O:4][C:5]([CH:6]([C:7](=[O:8])[O:9][CH2:10][CH3:11])[CH2:12][CH3:13])=[O:14].[CH3:29][CH2:30][CH2:31][CH2:32][CH2:33][CH3:34].[Cl:15][c:16]1[c:17]([C:27]#[N:28])[cH:18][n:19][c:20]2[cH:21][cH:22][c:23]([I:26])[cH:24][c:25]12.[KH:1].[O:35]1[CH2:36][CH2:37][CH2:38][CH2:39]1>>[CH2:2]([CH3:3])[O:4][C:5]([C:6]([C:7](=[O:8])[O:9][CH2:10][CH3:11])([CH2:12][CH3:13])[c:16]1[c:17]([C:27]#[N:28])[cH:18][n:19][c:20]2[cH:21][cH:22][c:23]([I:26])[cH:24][c:25]12)=[O:14]. Starting materials: BrCCBr, Cc1ccc2ccccc2c1Br, C1CCOC1, CC(C)OB1OC(C)(C)C(C)(C)O1, [Mg], O. Yields the product Cc1ccc2ccccc2c1B1OC(C)(C)C(C)(C)O1. RXN SMILES: [Br:1][CH2:2][CH2:3][Br:4].[Br:6][c:7]1[c:8]([CH3:17])[cH:9][cH:10][c:11]2[cH:12][cH:13][cH:14][cH:15][c:16]12.[CH2:31]1[O:32][CH2:33][CH2:34][CH2:35]1.[CH:18]([O:19][B:22]1[O:23][C:24]([CH3:29])([CH3:30])[C:25]([CH3:27])([CH3:28])[O:26]1)([CH3:20])[CH3:21].[Mg:5].[OH2:36]>>[c:7]1([B:22]2[O:23][C:24]([CH3:29])([CH3:30])[C:25]([CH3:27])([CH3:28])[O:26]2)[c:8]([CH3:17])[cH:9][cH:10][c:11]2[cH:12][cH:13][cH:14][cH:15][c:16]12. Starting materials: [Li]CCCC, CCCCC(CC1CCCCC1)C(=O)N(C)C(C)C(O)c1ccccc1. Yields the product CCCCC(CO)CC1CCCCC1. Reaction SMILES: [CH3:1][CH2:2][CH2:3][CH2:4][Li:5].[OH:6][CH:7]([c:8]1[cH:9][cH:10][cH:25][cH:26][cH:27]1)[CH:28]([N:29]([C:11]([CH:12]([CH2:13][CH:14]1[CH2:15][CH2:16][CH2:17][CH2:18][CH2:19]1)[CH2:20][CH2:21][CH2:22][CH3:23])=[O:24])[CH3:30])[CH3:31]>>[CH2:11]([CH:12]([CH2:13][CH:14]1[CH2:15][CH2:16][CH2:17][CH2:18][CH2:19]1)[CH2:20][CH2:21][CH2:22][CH3:23])[OH:24]. Reactants: C[Si](C)(C)Cl, CCO, CC(=O)Nc1nc(C)c(-c2cncc(C(F)(F)F)c2)s1. Yields the product Cc1nc(N)sc1-c1cncc(C(F)(F)F)c1. RXN SMILES: [CH3:1][Si:2]([Cl:3])([CH3:4])[CH3:5].[CH3:26][CH2:27][OH:28].[CH3:6][c:7]1[n:8][c:9]([NH:22][C:23](=[O:24])[CH3:25])[s:10][c:11]1-[c:12]1[cH:13][n:14][cH:15][c:16]([C:18]([F:19])([F:20])[F:21])[cH:17]1>>[CH3:6][c:7]1[n:8][c:9]([NH2:22])[s:10][c:11]1-[c:12]1[cH:13][n:14][cH:15][c:16]([C:18]([F:19])([F:20])[F:21])[cH:17]1. The reactants are CC(Cl)c1cccnc1, O=C(O)c1nn(CC2CC2)c2ccccc12. Reagents/catalysts: O=C([O-])[O-].[Cs+].[Cs+] (cesium carbonate), [I-].[K+] (potassium iodide). The solvent is CN(C)C=O (DMF), CN(C)C=O (dmf), CN(C)C=O (DMF). Conditions: temperature 70 celsius, time 16 hour. Product: CC(OC(=O)c1nn(CC2CC2)c2ccccc12)c1cccnc1. Reactants: CC1=NC2=CC=CN=C2C(=C1)NC(=O)NC1=CC=2CCCC(C2C=C1)=O (1-(2-Methyl-[1,5]-naphthyridin-4-yl)-3-(5-oxo-5,6,7,8-tetrahydronaphthalen-2-yl)urea), [BH4-].[Na+] (sodium borohydride). Run in CO (methanol). Reaction conditions: time 8 hour. Yields the product OC1C=2C=CC(=CC2CCC1)NC(=O)NC1=CC(=NC2=CC=CN=C12)C (1-(5-Hydroxy-5,6,7,8-tetrahydronaphthalen-2-yl)-3-(2-Methyl-[1,5]-naphthyridin-4-yl)urea). The yield is 64.1%. RXN SMILES: [CH3:1][C:2]1[CH:11]=[C:10]([NH:12][C:13]([NH:15][C:16]2[CH:25]=[CH:24][C:23]3[C:22](=[O:26])[CH2:21][CH2:20][CH2:19][C:18]=3[CH:17]=2)=[O:14])[C:9]2[C:4](=[CH:5][CH:6]=[CH:7][N:8]=2)[N:3]=1.[BH4-].[Na+]>CO>[OH:26][CH:22]1[CH2:21][CH2:20][CH2:19][C:18]2[CH:17]=[C:16]([NH:15][C:13]([NH:12][C:10]3[C:9]4[C:4](=[CH:5][CH:6]=[CH:7][N:8]=4)[N:3]=[C:2]([CH3:1])[CH:11]=3)=[O:14])[CH:25]=[CH:24][C:23]1=2 |f:1.2|. Reported procedure: The compound of EXAMPLE 3 (0.093 g) in methanol (100 ml) was treated with sodium borohydride (0.3 g) and the mixture stirred overnight. Solvent was removed at reduced pressure the residue dissolved in ethyl acetate and washed with water and brine. The organic phase was dried (Na2SO4) solvent removed at reduced pressure and the residue triturated with diethyl ether to give the title compound (0.06 g) as a colourless solid. 1H NMR δ: 1.69 (2H, m), 1.87 (2H, m), 2.63 (3H, s), 2.67 (2H, m), 4.53 (1H... The reactants are C1(=CC=CC=C1)C1CCNCC1 (4-Phenylpiperidine), N1=CC=CC=C1 (pyridine), C(C)(=O)Cl (acetylchloride). Solvent: C(Cl)Cl (CH2Cl2), C(Cl)Cl (CH2Cl2). Conditions: time 1 hour. The product is C1(=CC=CC=C1)C1CCN(CC1)C(C)=O (1-(4-Phenyl-piperidin-1-yl)-ethanone). As a reaction SMILES: [C:1]1([CH:7]2[CH2:12][CH2:11][NH:10][CH2:9][CH2:8]2)[CH:6]=[CH:5][CH:4]=[CH:3][CH:2]=1.N1C=CC=CC=1.[C:19](Cl)(=[O:21])[CH3:20]>C(Cl)Cl>[C:1]1([CH:7]2[CH2:8][CH2:9][N:10]([C:19](=[O:21])[CH3:20])[CH2:11][CH2:12]2)[CH:6]=[CH:5][CH:4]=[CH:3][CH:2]=1. Reported procedure: 4-Phenylpiperidine (87 mmol) and pyridine (96 mmol) are dissolved in dry CH2Cl2 (100 ml) and acetylchloride (96 mmol) in CH2Cl2 (40 ml) is added dropwise to the stirred solution at 10° C. The reaction is stirred for 1 hour at rt. The mixture is extracted three times with water and the water phase is extracted again with CH2Cl2. The combined organic phases are dried over sodium sulfate and evaporated. A pale brown oil with Rf=0.13 (ethyl acetate/hexane=1:1) is obtained. Reactants: COC(=O)C=1OC2=C(C1)C=C(C=C2)S (5-mercapto-benzofuran-2-carboxylic acid methyl ester), ClCC1=C(N=C(S1)C1=CC=C(C=C1)C(F)(F)F)C (5-chloromethyl-4-methyl-2-(4-trifluoromethyl-phenyl)-thiazole), C([O-])([O-])=O.[Cs+].[Cs+] (cesium carbonate). Solvent: C(C)#N (acetonitrile). Run at temperature 60 celsius, time 2 hour. Product: COC(=O)C=1OC2=C(C1)C=C(C=C2)O (5-Hydroxy-benzofuran-2-carboxylic acid methyl ester). The yield is 152.4%. Reaction SMILES: [CH3:1][O:2][C:3]([C:5]1[O:6][C:7]2[CH:13]=[CH:12][C:11](S)=[CH:10][C:8]=2[CH:9]=1)=[O:4].ClCC1SC(C2C=CC(C(F)(F)F)=CC=2)=NC=1C.C(=O)([O-])[O-:34].[Cs+].[Cs+]>C(#N)C>[CH3:1][O:2][C:3]([C:5]1[O:6][C:7]2[CH:13]=[CH:12][C:11]([OH:34])=[CH:10][C:8]=2[CH:9]=1)=[O:4] |f:2.3.4|. Reported procedure: A mixture of 5-mercapto-benzofuran-2-carboxylic acid methyl ester (300 mg, 1.4 mmol) and 5-chloromethyl-4-methyl-2-(4-trifluoromethyl-phenyl)-thiazole (550 mg, 1.9 mmol) was dissolved in 5 ml anhydrous acetonitrile followed by addition of cesium carbonate (700 mg, 2.1 mmol). The reaction was then stirred at 60° C. for 2 hours, filtered and concentrated in vacuo. Purification by flash column chromatography (gradient elution: 5% EtOAc/hexanes to 45% EtOAc/hexanes), gave the title compound (410 mg,...